Dataset: the Open Reaction Database (ORD), a public repository of structured organic reaction records. Task: describe an organic reaction: reactants, conditions, products, and yield Reactants: FC(C=1C=C(C=CC1)N1CCNCC1)(F)F (1-(3-(trifluoromethyl)phenyl)piperazine), CC1=CC=C(C=C1)S(=O)(=O)Cl (4-methylbenzene-1-sulfonyl chloride), C(C)(C)N(CC)C(C)C (diisopropylethylamine). Run in ClCCl (dichloromethane). Run at time 8 hour. Product: CC1=CC=C(C=C1)S(=O)(=O)N1CCN(CC1)C1=CC(=CC=C1)C(F)(F)F (1-(4-methylphenylsulfonyl)-4-[3-(trifluoromethyl)phenyl]piperazine). Yield: 81.0%. Reaction SMILES: [F:1][C:2]([F:16])([F:15])[C:3]1[CH:4]=[C:5]([N:9]2[CH2:14][CH2:13][NH:12][CH2:11][CH2:10]2)[CH:6]=[CH:7][CH:8]=1.[CH3:17][C:18]1[CH:23]=[CH:22][C:21]([S:24](Cl)(=[O:26])=[O:25])=[CH:20][CH:19]=1.C(N(C(C)C)CC)(C)C>ClCCl>[CH3:17][C:18]1[CH:23]=[CH:22][C:21]([S:24]([N:12]2[CH2:13][CH2:14][N:9]([C:5]3[CH:6]=[CH:7][CH:8]=[C:3]([C:2]([F:1])([F:15])[F:16])[CH:4]=3)[CH2:10][CH2:11]2)(=[O:26])=[O:25])=[CH:20][CH:19]=1. Procedure details: Representative sulfonation (Step 1A): To a stirred solution of 1-(3-(trifluoromethyl)phenyl)piperazine (300 mg, 1.3 mmol) and 4-methylbenzene-1-sulfonyl chloride (248 mg, 1.3 mmol) in anhydrous dichloromethane (3 mL) was added diisopropylethylamine (0.27 mL, 1.6 mmol). The mixture was stirred overnight. Reaction was complete as determined by TLC. The reaction mixture was purified with flash column chromatography to yield 1-(4-methylphenylsulfonyl)-4-[3-(trifluoromethyl)phenyl]piperazine in 81% y... As a reaction SMILES: [CH2:1]([O:8][C:9]1[C:10]([C:23]([O:25][CH2:26][CH3:27])=[O:24])=[N:11][N:12]2[CH:17]([C:18]([OH:20])=O)[CH2:16][N:15]([CH3:21])[C:14](=[O:22])[C:13]=12)[C:2]1[CH:7]=[CH:6][CH:5]=[CH:4][CH:3]=1.[NH4+:28].[Cl-]>>[NH2:28][C:18]([CH:17]1[N:12]2[N:11]=[C:10]([C:23]([O:25][CH2:26][CH3:27])=[O:24])[C:9]([O:8][CH2:1][C:2]3[CH:3]=[CH:4][CH:5]=[CH:6][CH:7]=3)=[C:13]2[C:14](=[O:22])[N:15]([CH3:21])[CH2:16]1)=[O:20] |f:1.2|. Run at time 18 hour. Reactants: C(C1=CC=CC=C1)OC=1C(=NN2C1C(N(CC2C(=O)O)C)=O)C(=O)OCC (3-benzyloxy-2-ethoxycarbonyl-5-methyl-4-oxo-4,5,6,7-tetrahydropyrazolo[1,5-a]pyrazine-7-carboxylic acid), [NH4+].[Cl-] (NH4Cl). Yields the product NC(=O)C1CN(C(C=2N1N=C(C2OCC2=CC=CC=C2)C(=O)OCC)=O)C (Ethyl 7-aminocarbonyl-3-benzyloxy-5-methyl-4-oxo-4,5,6,7-tetrahydropyrazolo[1,5-a]pyrazine-2-carboxylate). Procedure details: The title compound was prepared from 3-benzyloxy-2-ethoxycarbonyl-5-methyl-4-oxo-4,5,6,7-tetrahydropyrazolo[1,5-a]pyrazine-7-carboxylic acid using a procedure similar to that described in Example 2, Step 5 except that NH4Cl was used in place of 4-fluorobenzylamine, and the reaction time totaled 18 hours. The mixture was partitioned between EtOAc and saturated aqueous NaHCO3, and the aqueous layer was extracted twice more into EtOAc. The combined organic extracts were dried over Na2SO4, concentra... Starting materials: CC#CC1(O)CC2CCc3cc(C(=O)O)ccc3C2(CC)CC1O, CCN=C=NCCCN(C)C, Cc1ncccc1CN, CCN(C(C)C)C(C)C, C1CCOC1, On1nnc2ccccc21. Yields the product CC#CC1(O)CC2CCc3cc(C(=O)NCc4cccnc4C)ccc3C2(CC)CC1O. Reaction SMILES: [CH2:1]([CH3:2])[C:3]12[c:4]3[cH:5][cH:6][c:7]([C:22](=[O:23])[OH:24])[cH:8][c:9]3[CH2:10][CH2:11][CH:12]1[CH2:13][C:14]([C:18]#[C:19][CH3:20])([OH:21])[CH:15]([OH:17])[CH2:16]2.[CH3:34][N:35]([CH3:36])[CH2:37][CH2:38][CH2:39][N:40]=[C:41]=[N:42][CH2:43][CH3:44].[CH3:55][c:56]1[n:57][cH:58][cH:59][cH:60][c:61]1[CH2:62][NH2:63].[CH:25]([N:26]([CH:27]([CH3:28])[CH3:29])[CH2:30][CH3:31])([CH3:32])[CH3:33].[O:64]1[CH2:65][CH2:66][CH2:67][CH2:68]1.[OH:45][n:46]1[c:47]2[cH:48][cH:49][cH:50][cH:51][c:52]2[n:53][n:54]1>>[CH2:1]([CH3:2])[C:3]12[c:4]3[cH:5][cH:6][c:7]([C:22](=[O:23])[NH:63][CH2:62][c:61]4[c:56]([CH3:55])[n:57][cH:58][cH:59][cH:60]4)[cH:8][c:9]3[CH2:10][CH2:11][CH:12]1[CH2:13][C:14]([C:18]#[C:19][CH3:20])([OH:21])[CH:15]([OH:17])[CH2:16]2. The reactants are C1CCOC1, COc1cccc(OCC(=O)O)c1. Yields the product COc1cccc(OCCO)c1. As a reaction SMILES: [CH2:14]1[O:15][CH2:16][CH2:17][CH2:18]1.[CH3:1][O:2][c:3]1[cH:4][c:5]([O:6][CH2:7][C:8](=[O:9])[OH:10])[cH:11][cH:12][cH:13]1>>[CH3:1][O:2][c:3]1[cH:4][c:5]([O:6][CH2:7][CH2:8][OH:9])[cH:11][cH:12][cH:13]1. The reactants are C1CCOC1, CNC(=O)c1c(-c2ccc(C)cc2)oc2nc(N(CCCc3ccccc3Cl)[SH](=O)=O)c(C3CC3)cc12, O. Yields the product C=Cc1ccccc1CCCN(c1nc2oc(-c3ccc(C)cc3)c(C(=O)NC)c2cc1C1CC1)[SH](=O)=O. As a reaction SMILES: [CH2:38]1[CH2:39][CH2:42][CH2:41][O:40]1.[Cl:1][c:2]1[c:3]([CH2:4][CH2:5][CH2:6][N:7]([SH:8](=[O:9])=[O:10])[c:11]2[c:12]([CH:31]3[CH2:32][CH2:33]3)[cH:13][c:14]3[c:15]([n:16]2)[o:17][c:18](-[c:24]2[cH:25][cH:26][c:27]([CH3:30])[cH:28][cH:29]2)[c:19]3[C:20](=[O:21])[NH:22][CH3:23])[cH:34][cH:35][cH:36][cH:37]1.[OH2:43]>>[c:2]1([CH:38]=[CH2:39])[c:3]([CH2:4][CH2:5][CH2:6][N:7]([SH:8](=[O:9])=[O:10])[c:11]2[c:12]([CH:31]3[CH2:32][CH2:33]3)[cH:13][c:14]3[c:15]([n:16]2)[o:17][c:18](-[c:24]2[cH:25][cH:26][c:27]([CH3:30])[cH:28][cH:29]2)[c:19]3[C:20](=[O:21])[NH:22][CH3:23])[cH:34][cH:35][cH:36][cH:37]1. The reactants are N[C@@H]1CN(CC1)C(=O)OCCCC ((S)-butyl 3-aminopyrrolidine-1-carboxylate), C(#N)[BH3-].[Na+] (sodium cyanoborohydride), C=O (paraformaldehyde), S(=O)(=O)([O-])[O-].[Mg+2] (magnesium sulfate). The solvent is O (water), CO (methanol), C(C)(=O)O (acetic acid). Run at time 24 hour. The product is CN([C@@H]1CN(CC1)C(=O)OCCCC)C ((S)-butyl 3-(dimethylamino)pyrrolidine-1-carboxylate). Yield: 186.7%. RXN SMILES: N[C@H:2]1[CH2:6][CH2:5][N:4]([C:7]([O:9][CH2:10][CH2:11][CH2:12][CH3:13])=[O:8])[CH2:3]1.[CH2:14]=O.S([O-])([O-])(=O)=O.[Mg+2].[C:22]([BH3-])#[N:23].[Na+]>O.C(O)(=O)C.CO>[CH3:14][N:23]([CH3:22])[C@H:2]1[CH2:6][CH2:5][N:4]([C:7]([O:9][CH2:10][CH2:11][CH2:12][CH3:13])=[O:8])[CH2:3]1 |f:2.3,4.5|. Reported procedure: To a dried 100 mL single-mouth round bottom flask were added absolute methanol (40 mL), and then the starting materials (S)-butyl 3-aminopyrrolidine-1-carboxylate (1.86 g, 10 mmol), paraformaldehyde (3 g), anhydrous magnesium sulfate (2.5 g), acetic acid (1.2 g) and sodium cyanoborohydride (2.5 g, 39.8 mmol). The mixture was stirred at room temperature for 24 hr. The reaction system was poured into water to quench, concentrated under reduced pressure. The residue was extracted with ethyl acetate... Starting materials: C(C)C1=C(OC2=C1C=C(C=C2)OC)C(=O)O (ethyl 5-methoxybenzofuran-2-carboxylic acid), B(Br)(Br)Br (boron tribromide). Run in ClCCl (dichloromethane). Reaction conditions: time 2 hour. Yields the product OC=1C=CC2=C(C=C(O2)C(=O)O)C1 (5-hydroxybenzofuran-2-carboxylic acid). The yield is 86.4%. RXN SMILES: C([C:3]1[C:7]2[CH:8]=[C:9]([O:12]C)[CH:10]=[CH:11][C:6]=2[O:5][C:4]=1[C:14]([OH:16])=[O:15])C.B(Br)(Br)Br>ClCCl>[OH:12][C:9]1[CH:10]=[CH:11][C:6]2[O:5][C:4]([C:14]([OH:16])=[O:15])=[CH:3][C:7]=2[CH:8]=1. Procedure: To a stirred solution of ethyl 5-methoxybenzofuran-2-carboxylic acid (5.0 g, 26 mmol) in dichloromethane (CH2Cl2) (100 mL) at 0 ° C. was added boron tribromide (8.6 mL, 91 mmol) and the resulting dark solution was allowed to stir at room temperature for 2 hours. The reaction solution was poured over ice, stirred for 30 minutes and extracted with ethyl acetate, (EtOAc). The organic phase was washed with water, saturated aqueous brine, dried over sodium sulfate, (Na2SO4), and concentrated in vacuo... Reactants: [Li]CCCC (n-BuLi), C(C)(C)NC(C)C (di-isopropylamine), FC1=CC=C(C=N1)C12CCCN2CCC1 (7a-(6-Fluoro-3-pyridinyl)-hexahydro-1H-pyrrolizine), ClC(C(Cl)(Cl)Cl)(Cl)Cl (hexachloroethane). Run in C1CCOC1 (THF). Conditions: time 15 minute. The product is ClC=1C=C(C=NC1F)C12CCCN2CCC1 (7a-(5-chloro-6-fluoro-3-pyridinyl)-hexahydro-1H-pyrrolizine). Isolated yield 33.4%. RXN SMILES: [Li]CCCC.C(NC(C)C)(C)C.[F:13][C:14]1[N:19]=[CH:18][C:17]([C:20]23[CH2:27][CH2:26][CH2:25][N:24]2[CH2:23][CH2:22][CH2:21]3)=[CH:16][CH:15]=1.[Cl:28]C(Cl)(Cl)C(Cl)(Cl)Cl>C1COCC1>[Cl:28][C:15]1[CH:16]=[C:17]([C:20]23[CH2:27][CH2:26][CH2:25][N:24]2[CH2:23][CH2:22][CH2:21]3)[CH:18]=[N:19][C:14]=1[F:13]. Procedure: n-BuLi (2.5M in hexanes, 0.232 mL, 0.58 mmol) was added to di-isopropylamine (0.077 mL, 0.58 mmol) in THF and stirred at room temperature for 15 minutes, then cooled to -78° C. 7a-(6-Fluoro-3-pyridinyl)-hexahydro-1H-pyrrolizine (115 mg, 0.56 mmol, from Example 12d) and hexachloroethane (400 mg, 1.7 mmol) were added. The mixture was slowly warmed to room temperature and stirred overnight. The reaction was quenched with 2N HCl, and the mixture was washed with Et2O. The aqueous layer was basified w... The reactants are CC1OC2=C(O1)C=CC=C2 (2-methyl-1,3-benzodioxole), [N+](=O)(O)[O-] (nitric acid). Run in C(C)(=O)O (acetic acid), C(C)(=O)O (acetic acid). The product is CC1OC2=C(O1)C=CC(=C2)[N+](=O)[O-] (2-methyl-5-nitro-1,3-benzodioxole). Isolated yield 79.6%. RXN SMILES: [CH3:1][CH:2]1[O:6][C:5]2[CH:7]=[CH:8][CH:9]=[CH:10][C:4]=2[O:3]1.[N+:11]([O-])([OH:13])=[O:12]>C(O)(=O)C>[CH3:1][CH:2]1[O:6][C:5]2[CH:7]=[CH:8][C:9]([N+:11]([O-:13])=[O:12])=[CH:10][C:4]=2[O:3]1. Reported procedure: 27.2 g of 2-methyl-1,3-benzodioxole, dissolved in 150 ml of glacial acetic acid, were nitrated at 15°-25° C. with 18 ml of nitric acid (d=1.4) in 50 ml of glacial acetic acid. The precipitated crystals were removed by filtration under suction and recrystallized from methanol. There were obtained 28.8 g (79.6% of theory) of 2-methyl-5-nitro-1,3-benzodioxole of melting point 84°-95° C. after sublimation at 0.1 mm/70° C. Starting materials: CC=1C=C(C2=C(N=C(O2)S)C1)C (5,7-Dimethyl-2-mercaptobenzoxazole), CN1CCNCCC1 (N-methylhomopiperazine). Solvent: C(Cl)(Cl)Cl (chloroform). Yields the product CC=1C=C(C2=C(N=C(O2)N2CCN(CCC2)C)C1)C (5,7-dimethyl-2-(4-methyl-1-homopiperazinyl)benzoxazole). Reaction SMILES: [CH3:1][C:2]1[CH:3]=[C:4]([CH3:12])[C:5]2[O:9][C:8](S)=[N:7][C:6]=2[CH:11]=1.[CH3:13][N:14]1[CH2:20][CH2:19][CH2:18][NH:17][CH2:16][CH2:15]1>C(Cl)(Cl)Cl>[CH3:1][C:2]1[CH:3]=[C:4]([CH3:12])[C:5]2[O:9][C:8]([N:17]3[CH2:18][CH2:19][CH2:20][N:14]([CH3:13])[CH2:15][CH2:16]3)=[N:7][C:6]=2[CH:11]=1. Procedure details: 5,7-Dimethyl-2-mercaptobenzoxazole (220 mg) was dissolved in chloroform (20 ml), N-methylhomopiperazine (0.76 ml) was added dropwise to the solution and then the mixture was stirred with heating for 2 days. After evaporation of the solvent, the thus obtained mixture was purified by a silica gel column chromatography (methylene chloride:methanol=20:1) to obtain the title compound 5,7-dimethyl-2-(4-methyl-1-homopiperazinyl)benzoxazole (110 mg).